From a dataset of the Open Reaction Database (ORD), a public repository of structured organic reaction records. describe an organic reaction: reactants, conditions, products, and yield The reactants are COC(\C=C\C1=C(C=CC=C1)Cl)=O ((E)-Methyl-3-(2-chlorophenyl)acrylate), K3Fe(CN)6, C(=O)([O-])[O-].[K+].[K+] (K2CO3), K2OsO2(OH)4, CS(=O)(=O)N (Methanesulfonamide), S(=O)([O-])[O-].[Na+].[Na+] (sodium sulfite), CCOC(=O)C (EtOAc). The reagents and catalysts are CC[C@@H]1CN2CC[C@@H]1C[C@@H]2[C@@H](C3=C4C=C(C=CC4=NC=C3)OC)OC5=NN=C(C6=CC=CC=C65)O[C@@H]([C@H]7C[C@@H]8CCN7C[C@@H]8CC)C9=C1C=C(C=CC1=NC=C9)OC ((DHQ)2PHAL). The solvent is O (water), C(C)(C)(C)O (tert-butyl alcohol), O (water). Conditions: temperature 0 celsius, time 8 hour. Yields the product COC([C@@H]([C@@H](O)C1=C(C=CC=C1)Cl)O)=O ((2R,3S)-methyl-3-(2-chlorophenyl)-2,3-dihydroxypropanoate). The yield is 7090.0%. As a reaction SMILES: [C:1]([O-:4])([O-])=O.[K+].[K+].CS(N)(=O)=O.COC(=O)/C=C/[C:17]1[CH:22]=[CH:21][CH:20]=[CH:19][C:18]=1[Cl:23].S([O-])([O-])=[O:26].[Na+].[Na+].C[CH2:32][O:33][C:34]([CH3:36])=[O:35]>CC[C@H]1[C@H]2C[C@H]([C@H](OC3C4C(=CC=CC=4)C(O[C@H](C4C=CN=C5C=4C=C(OC)C=C5)[C@@H]4N5C[C@H](CC)[C@@H](CC5)C4)=NN=3)C3C=CN=C4C=3C=C(OC)C=C4)N(CC2)C1.O.C(O)(C)(C)C>[CH3:32][O:33][C:34](=[O:35])[C@H:36]([OH:26])[C@H:1]([C:17]1[CH:22]=[CH:21][CH:20]=[CH:19][C:18]=1[Cl:23])[OH:4] |f:0.1.2,5.6.7|. Procedure: A 1000 ml round-bottomed flask, equipped with a magnetic stirrer, was filled with 362 ml of tert-butyl alcohol, 362 ml of water, K3Fe(CN)6 (135.53 g, 411.63 mmol), K2CO3 (56.89 g, 411.63 mmol), (DHQ)2PHAL (1.06 g, 1.37 mmol), K2OsO2(OH)4, (0.1 g, 0.27 mmol), and Methanesulfonamide (13.05 g, 137.21 mmol) and stirred at 0° C. (E)-Methyl-3-(2-chlorophenyl)acrylate (26.98 g, Preparation example 24) was added at once, and the mixture was stirred vigorously at 0° C. overnight. While the mixture was st... Yields the product CN1N=NC(=C1NC(=O)O[C@H](C)C1=CC=CC=C1)C1=CC=C(C=C1)C1=CC(=CC=C1)C1(CC1)C(=O)O ((R)-1-(4′-(1-methyl-5-((1-phenylethoxy)carbonylamino)-1H-1,2,3-triazol-4-yl)biphenyl-3-yl)cyclopropanecarboxylic acid). RXN SMILES: C([O:3][C:4]([C:6]1([C:9]2[CH:10]=[C:11]([C:15]3[CH:20]=[CH:19][C:18]([C:21]4[N:22]=[N:23][N:24]([CH3:38])[C:25]=4[NH:26][C:27]([O:29][C@@H:30]([C:32]4[CH:37]=[CH:36][CH:35]=[CH:34][CH:33]=4)[CH3:31])=[O:28])=[CH:17][CH:16]=3)[CH:12]=[CH:13][CH:14]=2)[CH2:8][CH2:7]1)=[O:5])C.[OH-].[Na+]>C1COCC1.C(O)C.O>[CH3:38][N:24]1[C:25]([NH:26][C:27]([O:29][C@@H:30]([C:32]2[CH:33]=[CH:34][CH:35]=[CH:36][CH:37]=2)[CH3:31])=[O:28])=[C:21]([C:18]2[CH:19]=[CH:20][C:15]([C:11]3[CH:12]=[CH:13][CH:14]=[C:9]([C:6]4([C:4]([OH:5])=[O:3])[CH2:8][CH2:7]4)[CH:10]=3)=[CH:16][CH:17]=2)[N:22]=[N:23]1 |f:1.2|. Starting materials: C(C)OC(=O)C1(CC1)C=1C=C(C=CC1)C1=CC=C(C=C1)C=1N=NN(C1NC(=O)O[C@H](C)C1=CC=CC=C1)C ((R)-1-(4′-(1-methyl-5-((1-phenylethoxy)carbonylamino)-1H-1,2,3-triazol-4-yl)biphenyl-3-yl)cyclopropanecarboxylic acid ethyl ester), [OH-].[Na+] (sodium hydroxide). Procedure details: To a solution of (R)-1-(4′-(1-methyl-5-((1-phenylethoxy)carbonylamino)-1H-1,2,3-triazol-4-yl)biphenyl-3-yl)cyclopropanecarboxylic acid ethyl ester (90 mg, 0.176 mmol) in THF (5 mL) and ethanol (5 mL) was added an excess of sodium hydroxide (1.76 mL, 1.76 mmol, 1.0 M) in water at room temperature. The resulting colorless solution was stirred for 20 h at which time LCMS analysis indicated the absence of starting material. Then, the solvent was removed under vacuum and the basic aqueous layer was n... The solvent is C1CCOC1 (THF), C(C)O (ethanol), O (water). The yield is 88.3%. Conditions: time 20 hour. Yields the product COC(=O)c1ccc2cc(-c3ccc4c(c3)C(C)(C)CCC4(C)C)n(C)c2c1. As a reaction SMILES: [CH2:33]1[O:34][CH2:35][CH2:36][CH2:37]1.[CH3:1][C:2]1([CH3:27])[c:3]2[cH:4][cH:5][c:6](-[c:14]3[nH:15][c:16]4[cH:17][c:18]([C:23](=[O:24])[O:25][CH3:26])[cH:19][cH:20][c:21]4[cH:22]3)[cH:7][c:8]2[C:9]([CH3:12])([CH3:13])[CH2:10][CH2:11]1.[CH3:30][I:31].[H-:28].[Na+:29].[OH2:32]>>[CH3:1][C:2]1([CH3:27])[c:3]2[cH:4][cH:5][c:6](-[c:14]3[n:15]([CH3:30])[c:16]4[cH:17][c:18]([C:23](=[O:24])[O:25][CH3:26])[cH:19][cH:20][c:21]4[cH:22]3)[cH:7][c:8]2[C:9]([CH3:12])([CH3:13])[CH2:10][CH2:11]1. Reactants: C1CCOC1, COC(=O)c1ccc2cc(-c3ccc4c(c3)C(C)(C)CCC4(C)C)[nH]c2c1, CI, [H-], [Na+], O. Starting materials: CCOC(C)=O, CCO, NN, CC(=O)OCCOc1ccc(CN2C(=O)c3ccccc3C2=O)nc1[N+](=O)[O-], O. Yields the product CC(=O)OCCOc1ccc(CN)nc1[N+](=O)[O-]. RXN SMILES: [CH3:32][CH2:33][O:34][C:35](=[O:36])[CH3:37].[CH3:38][CH2:39][OH:40].[NH2:30][NH2:31].[O:1]=[C:2]1[N:3]([CH2:12][c:13]2[cH:14][cH:15][c:16]([O:22][CH2:23][CH2:24][O:25][C:26]([CH3:27])=[O:28])[c:17]([N+:19](=[O:20])[O-:21])[n:18]2)[C:10](=[O:11])[c:5]2[c:4]1[cH:9][cH:8][cH:7][cH:6]2.[OH2:29]>>[NH2:3][CH2:12][c:13]1[cH:14][cH:15][c:16]([O:22][CH2:23][CH2:24][O:25][C:26]([CH3:27])=[O:28])[c:17]([N+:19](=[O:20])[O-:21])[n:18]1. Reactants: H5IO6 CrO3, ClC1=CC=C(C=N1)[C@@H](C(F)(F)F)N[C@H](CO)CC(C)C ((2S)-2-{[(1S)-1-(6-chloropyridin-3-yl)-2,2,2-trifluoroethyl]amino}-4-methylpentan-1-ol), C1CCOC1 (THF), Na2HPO4. Yields the product ClC1=CC=C(C=N1)[C@@H](C(F)(F)F)N[C@@H](CC(C)C)C(=O)O (N-[(1S)-1-(6-chloropyridin-3-yl)-2,2,2-trifluoroethyl]-L-leucine). As a reaction SMILES: [Cl:1][C:2]1[N:7]=[CH:6][C:5]([C@H:8]([NH:13][C@@H:14]([CH2:17][CH:18]([CH3:20])[CH3:19])[CH2:15][OH:16])[C:9]([F:12])([F:11])[F:10])=[CH:4][CH:3]=1.C1C[O:24]CC1>>[Cl:1][C:2]1[N:7]=[CH:6][C:5]([C@H:8]([NH:13][C@H:14]([C:15]([OH:24])=[O:16])[CH2:17][CH:18]([CH3:20])[CH3:19])[C:9]([F:11])([F:12])[F:10])=[CH:4][CH:3]=1. Procedure: A stock solution of H5IO6/CrO3 was prepared by dissolving H5IO6 (68.4 g, 0.3 mol) and CrO3 (138 mg, 1.2 mol %) in CH3CN (684 mL) to give a 0.44 M solution. To a solution of H5IO6/CrO3 (16 mmol, 36 mL, 0.44 M in THF) at −5° C. (ice and salt bath) was added a solution of (2S)-2-{[(1S)-1-(6-chloropyridin-3-yl)-2,2,2-trifluoroethyl]amino}-4-methylpentan-1-ol (1 g) in 3 mL THF dropwise. The internal temperature was monitored and reaction temperature was not allowed to rise above 0° C. The reaction wa... Starting materials: OC1=CC=C2C=CNC2=C1 (6-Hydroxyindole), C(=O)([O-])[O-].[K+].[K+] (K2CO3), N#N (N2), BrCC(=O)OC(C)(C)C (tert-butyl bromoacetate). Run in CC#N (MeCN). Product: N1C=CC2=CC=C(C=C12)OCC(=O)O ((1-H-indole-6-yloxy)-acetic acid). As a reaction SMILES: [OH:1][C:2]1[CH:10]=[C:9]2[C:5]([CH:6]=[CH:7][NH:8]2)=[CH:4][CH:3]=1.C([O-])([O-])=O.[K+].[K+].Br[CH2:18][C:19]([O:21]C(C)(C)C)=[O:20].N#N>CC#N>[NH:8]1[C:9]2[C:5](=[CH:4][CH:3]=[C:2]([O:1][CH2:18][C:19]([OH:21])=[O:20])[CH:10]=2)[CH:6]=[CH:7]1 |f:1.2.3|. Procedure: 6-Hydroxyindole (1.0 g, 7.51 mmol) in degassed MeCN (10 mL) was added K2CO3 (1.14 g, 8.26 mmol) followed by tert-butyl bromoacetate (1.16 g, 8.26 mmol) and the reaction mixture was stirred for 20 hous under N2. The precipitate was filtered off and the solvent was removed in vacuo to give (1-H-indole-6-yloxy)-acetic acid. This was converted to [1-Cyclopropylmethyl-3-(thiazol-2-ylcarbamoyl)-1H-indol-6-yloxy]-acetic acid tert-butyl ester follwing general procedure (A). [1-Cyclopropylmethyl-3-(thiaz... The reactants are CO, COC(=O)C1(C)CCC(c2cc(-c3ccc(F)cc3C)c(N(C)C(=O)C(C)(C)c3cc(C(F)(F)F)cc(C(F)(F)F)c3)cn2)N1, N. Yields the product Cc1cc(F)ccc1-c1cc(C2CCC(C)(C(N)=O)N2)ncc1N(C)C(=O)C(C)(C)c1cc(C(F)(F)F)cc(C(F)(F)F)c1. As a reaction SMILES: [CH3:46][OH:47].[F:1][C:2]([c:3]1[cH:4][c:5]([C:13]([C:14](=[O:15])[N:16]([c:17]2[c:18](-[c:33]3[c:34]([CH3:40])[cH:35][c:36]([F:39])[cH:37][cH:38]3)[cH:19][c:20]([CH:23]3[CH2:24][CH2:25][C:26]([C:28](=[O:29])[O:30][CH3:31])([CH3:32])[NH:27]3)[n:21][cH:22]2)[CH3:41])([CH3:42])[CH3:43])[cH:6][c:7]([C:9]([F:10])([F:11])[F:12])[cH:8]1)([F:44])[F:45].[NH3:48]>>[F:1][C:2]([c:3]1[cH:4][c:5]([C:13]([C:14](=[O:15])[N:16]([c:17]2[c:18](-[c:33]3[c:34]([CH3:40])[cH:35][c:36]([F:39])[cH:37][cH:38]3)[cH:19][c:20]([CH:23]3[CH2:24][CH2:25][C:26]([C:28](=[O:29])[NH2:48])([CH3:32])[NH:27]3)[n:21][cH:22]2)[CH3:41])([CH3:42])[CH3:43])[cH:6][c:7]([C:9]([F:10])([F:11])[F:12])[cH:8]1)([F:44])[F:45].